This data is from the Open Reaction Database (ORD), a public repository of structured organic reaction records. The task is: describe an organic reaction: reactants, conditions, products, and yield Reactants: Cc1ccc(S(=O)(=O)OCCOCCO[Si](c2ccccc2)(c2ccccc2)C(C)(C)C)cc1, CN(O)C(=O)OC(C)(C)C, C1CCOC1, [H-], [Na+]. The product is CN(OCCOCCO[Si](c1ccccc1)(c1ccccc1)C(C)(C)C)C(=O)OC(C)(C)C. As a reaction SMILES: [C:13]([CH3:14])([CH3:15])([CH3:16])[Si:17]([O:18][CH2:19][CH2:20][O:21][CH2:22][CH2:23][O:24][S:25]([c:26]1[cH:27][cH:28][c:29]([CH3:30])[cH:31][cH:32]1)(=[O:33])=[O:34])([c:35]1[cH:36][cH:37][cH:38][cH:39][cH:40]1)[c:41]1[cH:42][cH:43][cH:44][cH:45][cH:46]1.[C:3](=[O:4])([O:5][C:6]([CH3:7])([CH3:8])[CH3:9])[N:10]([OH:11])[CH3:12].[CH2:47]1[O:48][CH2:49][CH2:50][CH2:51]1.[H-:2].[Na+:1]>>[C:3](=[O:4])([O:5][C:6]([CH3:7])([CH3:8])[CH3:9])[N:10]([O:11][CH2:23][CH2:22][O:21][CH2:20][CH2:19][O:18][Si:17]([C:13]([CH3:14])([CH3:15])[CH3:16])([c:35]1[cH:36][cH:37][cH:38][cH:39][cH:40]1)[c:41]1[cH:42][cH:43][cH:44][cH:45][cH:46]1)[CH3:12].